From a dataset of the Open Reaction Database (ORD), a public repository of structured organic reaction records. describe an organic reaction: reactants, conditions, products, and yield Reactants: C1(=CC=CC=C1)C=1C=C(SC1C(F)(F)F)C(=O)O (4-phenyl-5-(trifluoromethyl)-2-thiophenecarboxylic acid), CCN=C=NCCCN(C)C (EDCI), C=1C=CC2=C(C1)N=NN2O (HOBt), O1CCOCC1 (1,4-dioxane), N-hydroxyimidamide. Run at time 30 minute. The product is N1C=CC2=CC(=CC=C12)C1=NOC(=N1)C=1SC(=C(C1)C1=CC=CC=C1)C(F)(F)F (3-(1H-indol-5-yl)-5-(4-phenyl-5-(trifluoromethyl)thiophen-2-yl)-1,2,4-oxadiazole). The yield is 46.7%. RXN SMILES: [C:1]1([C:7]2[CH:8]=[C:9]([C:16]([OH:18])=O)[S:10][C:11]=2[C:12]([F:15])([F:14])[F:13])[CH:6]=[CH:5][CH:4]=[CH:3][CH:2]=1.CC[N:21]=[C:22]=[N:23]CCCN(C)C.[CH:30]1[CH:31]=[CH:32][C:33]2N(O)N=[N:36][C:34]=2[CH:35]=1.O1CCO[CH2:42][CH2:41]1>>[NH:36]1[C:34]2[C:33](=[CH:32][C:31]([C:22]3[N:23]=[C:16]([C:9]4[S:10][C:11]([C:12]([F:13])([F:14])[F:15])=[C:7]([C:1]5[CH:2]=[CH:3][CH:4]=[CH:5][CH:6]=5)[CH:8]=4)[O:18][N:21]=3)=[CH:30][CH:35]=2)[CH:42]=[CH:41]1. Reported procedure: To a solution of 4-phenyl-5-(trifluoromethyl)-2-thiophenecarboxylic acid in 1,4-dioxane were added under nitrogen atmosphere EDCI (125 mg, 0.65 mmol) and HOBt (88 mg, 0.65 mmol). The reaction was stirred at room temperature for 30 min followed by addition of N-hydroxyimidamide (114 mg, 0.65 mmol), the reaction was stirred for 30 additional minutes at room temperature followed by 16 h at 95° C. The reaction was concentrated under reduced pressure. The crude was diluted with EtOAc (80 mL) and wash...